This data is from the Open Reaction Database (ORD), a public repository of structured organic reaction records. The task is: describe an organic reaction: reactants, conditions, products, and yield Starting materials: O=[N+]([O-])c1ccc(N2CCCS2(=O)=O)cc1, C1CCOC1. The product is Nc1ccc(N2CCCS2(=O)=O)cc1. As a reaction SMILES: [N+:1]([O-:2])(=[O:3])[c:4]1[cH:5][cH:6][c:7]([N:10]2[S:11](=[O:15])(=[O:16])[CH2:12][CH2:13][CH2:14]2)[cH:8][cH:9]1.[O:17]1[CH2:18][CH2:19][CH2:20][CH2:21]1>>[NH2:1][c:4]1[cH:5][cH:6][c:7]([N:10]2[S:11](=[O:15])(=[O:16])[CH2:12][CH2:13][CH2:14]2)[cH:8][cH:9]1. The reactants are BrC=1C=CC(=NC1)F (5-bromo-2-fluoropyridine), C1(CCCC1)\C=C(\C(=O)OC)/I ((Z)-methyl 3-cyclopentyl-2-iodoacrylate). The product is C1(CCCC1)/C=C(/C(=O)OC)\C=1C=NC(=CC1)F ((E)-methyl 3-cyclopentyl-2-(6-fluoropyridin-3-yl)acrylate). Reaction SMILES: Br[C:2]1[CH:3]=[CH:4][C:5]([F:8])=[N:6][CH:7]=1.[CH:9]1(/[CH:14]=[C:15](\I)/[C:16]([O:18][CH3:19])=[O:17])[CH2:13][CH2:12][CH2:11][CH2:10]1>>[CH:9]1(/[CH:14]=[C:15](\[C:2]2[CH:7]=[N:6][C:5]([F:8])=[CH:4][CH:3]=2)/[C:16]([O:18][CH3:19])=[O:17])[CH2:13][CH2:12][CH2:11][CH2:10]1. Procedure: Reaction of 5-bromo-2-fluoropyridine (1.50 g, 8.5 mmol) with (Z)-methyl 3-cyclopentyl-2-iodoacrylate (2.60 g, 9.3 mmol), according to the cross-coupling conditions described above in Step 2 of Preparation 9, gave (E)-methyl 3-cyclopentyl-2-(6-fluoropyridin-3-yl)acrylate: m/z (ES+)=250.1 [M+H]+. Step 2: A solution of this α,β-unsaturated ester (1.50 g, 6.0 mmol) in EtOAc was treated with a suspension of Pd (10% on C, 300 mg, 0.3 mmol) in EtOH (0.5 mL). The reaction was stirred under a H2 atmosphe... The reactants are Cl, CN1CCCC1=N, Cc1cccc(N=C=O)c1. Yields the product Cc1cccc(NC(=O)N=C2CCCN2C)c1. Reaction SMILES: [ClH:1].[NH:2]=[C:3]1[N:4]([CH3:8])[CH2:5][CH2:6][CH2:7]1.[c:9]1([CH3:18])[cH:10][c:11]([N:15]=[C:16]=[O:17])[cH:12][cH:13][cH:14]1>>[N:2](=[C:3]1[N:4]([CH3:8])[CH2:5][CH2:6][CH2:7]1)[C:16]([NH:15][c:11]1[cH:10][c:9]([CH3:18])[cH:14][cH:13][cH:12]1)=[O:17]. Starting materials: NC=1C=C(C=O)C=C(C1I)OCC (3-amino-5-ethoxy-4-iodo-benzaldehyde), NC=1C=C(C=O)C=C(C1I)OCC (3-amino-5-ethoxy-4-iodo-benzaldehyde), C(C)(=O)Cl (acetyl chloride), C(C)(C)N(CC)C(C)C (diisopropylethylamine), CN(C)C=O (DMF). Reaction conditions: temperature 50 celsius, time 48 hour. Product: C1(C(N1C=1C=C(C=O)C=C(C1I)OCC)=O)=O (3-Acetimido-5-ethoxy-4-iodo-benzaldehyde). Isolated yield 35.0%. RXN SMILES: [NH2:1][C:2]1[CH:3]=[C:4]([CH:7]=[C:8]([O:11][CH2:12][CH3:13])[C:9]=1[I:10])[CH:5]=[O:6].[C:14](Cl)(=[O:16])[CH3:15].C(N(C(C)C)CC)(C)C.CN(C=[O:31])C>>[C:14]1(=[O:16])[N:1]([C:2]2[CH:3]=[C:4]([CH:7]=[C:8]([O:11][CH2:12][CH3:13])[C:9]=2[I:10])[CH:5]=[O:6])[C:15]1=[O:31]. Procedure: To a solution of 3-amino-5-ethoxy-4-iodo-benzaldehyde (0.27 g, 0.93 mmol, 1.0 equiv; intermediate 25) and acetyl chloride (0.138 mL, 0.153 g, 1.95 mmol, 2.1 equiv) in anhydrous DMF (5 mL) was added diisopropylethylamine (0.48 mL, 0.36 g, 2.78 mmol, 3.0 equiv) and the mixture stirred at 50° C. for 48 h. Removal of the solvent under reduced pressure and purification of the crude reaction mixture with column chromatography on silica eluting with a gradient of heptane/ethyl acetate (4:1→1:1) yielded... The reactants are Cc1nn(C)c(C)c1C(=O)O, NCC=CCOc1cc(CN2CCCCC2)ccn1. The product is Cc1nn(C)c(C)c1C(=O)NCC=CCOc1cc(CN2CCCCC2)ccn1. Reaction SMILES: [CH3:20][n:21]1[n:22][c:23]([CH3:30])[c:24]([C:27](=[O:28])[OH:29])[c:25]1[CH3:26].[N:1]1([CH2:7][c:8]2[cH:9][c:10]([O:14][CH2:15][CH:16]=[CH:17][CH2:18][NH2:19])[n:11][cH:12][cH:13]2)[CH2:2][CH2:3][CH2:4][CH2:5][CH2:6]1>>[N:1]1([CH2:7][c:8]2[cH:9][c:10]([O:14][CH2:15][CH:16]=[CH:17][CH2:18][NH:19][C:27]([c:24]3[c:23]([CH3:30])[n:22][n:21]([CH3:20])[c:25]3[CH3:26])=[O:28])[n:11][cH:12][cH:13]2)[CH2:2][CH2:3][CH2:4][CH2:5][CH2:6]1. Starting materials: N1C=CC(C=C1)=C1C(C=2CCCCC2C1=O)=O (2-[4(1H)-pyridinylidene]-4,5,6,7-tetrahydro-inden-1,3-dione), O.NN (hydrazine hydrate). The product is N1=CC=C(C=C1)CC1=NNC(C=2CCCCC12)=O (4-(4-Pyridylmethyl)-5,6,7,8-tetrahydro-1(2H)-phthalazinone). Reported procedure: A mixture of 0.773 g (3.4 mmol) 2-[4(1H)-pyridinylidene]-4,5,6,7-tetrahydro-inden-1,3-dione and 5 ml hydrazine hydrate is heated for 4 h under reflux. The title compound is obtained after cooling to 0° C., filtration, washing of the filter residue with water, then ether, and drying under HV (8 h, 100° C.); m.p. 193-194° C.; ESI-MS: (M+H)+=242. As a reaction SMILES: [NH:1]1[CH:6]=[CH:5][C:4](=[C:7]2[C:15](=[O:16])[C:14]3[CH2:13][CH2:12][CH2:11][CH2:10][C:9]=3[C:8]2=O)[CH:3]=[CH:2]1.O.[NH2:19][NH2:20]>>[N:1]1[CH:6]=[CH:5][C:4]([CH2:7][C:8]2[C:9]3[CH2:10][CH2:11][CH2:12][CH2:13][C:14]=3[C:15](=[O:16])[NH:20][N:19]=2)=[CH:3][CH:2]=1 |f:1.2|.